This data is from the Open Reaction Database (ORD), a public repository of structured organic reaction records. The task is: describe an organic reaction: reactants, conditions, products, and yield Starting materials: FC=1C=CC=2S(C3=CC=C(C=C3OC2C1)OC(C)C)(=O)=O (3-fluoro-7-isopropoxyphenoxathiin 10,10-dioxide). Reagents/catalysts: S(=O)(=O)(O)[O-].C(CCC)[N+](CCCC)(CCCC)CCCC (tetrabutylammonium hydrogen sulfate). The solvent is Br (hydrogen bromide). Run at time 45 minute. Yields the product FC=1C=CC=2S(C3=CC=C(C=C3OC2C1)O)(=O)=O (3-fluoro-7-hydroxyphenoxathiin 10,10-dioxide). Isolated yield 99.3%. Reaction SMILES: [F:1][C:2]1[CH:3]=[CH:4][C:5]2[S:6](=[O:21])(=[O:20])[C:7]3[C:12]([O:13][C:14]=2[CH:15]=1)=[CH:11][C:10]([O:16]C(C)C)=[CH:9][CH:8]=3>S([O-])(O)(=O)=O.C([N+](CCCC)(CCCC)CCCC)CCC.Br>[F:1][C:2]1[CH:3]=[CH:4][C:5]2[S:6](=[O:21])(=[O:20])[C:7]3[C:12]([O:13][C:14]=2[CH:15]=1)=[CH:11][C:10]([OH:16])=[CH:9][CH:8]=3 |f:1.2|. Reported procedure: A mixture of 3-fluoro-7-isopropoxyphenoxathiin 10,10-dioxide (Example 9) (3.51 g, 11.39 mmoles), tetrabutylammonium hydrogen sulfate (Aldrich) (0.654 g, 1.93 mmoles) and 48% aqueous hydrogen bromide (Acros) (80 mL) was refluxed with stirring for 45 minutes. The reaction was allowed to cool on an ice-bath, and the solid was collected, washed with water and dried in vacuo to give 3.010 g (99%) of 3-fluoro-7-hydroxyphenoxathiin 10,10-dioxide, mp 258-260° C. Recrystallization from ethyl acetate:hexa... Reactants: aqueous solution, N (ammonia), C(C)(=O)O[C@@H]1[C@H](O[C@H]([C@@H]1OC(C)=O)N1C(C(=NC=C1)C(=N)N)=O)COC(C)=O ((2R,3R,4R,5R)-4-(acetyloxy)-2-[(acetyloxy)methyl]-5-[3-[amino(imino)methyl]-2oxo-1(2H)-pyrazinyl]tetrahydro-3-furanyl acetate), ice, C(C)(=O)O[C@@H]1[C@H](O[C@H]([C@@H]1OC(C)=O)N1C(C(=NC=C1)C(=N)N)=O)COC(C)=O ((2R,3R,4R,5R)-4-(acetyloxy)-2-[(acetyloxy)methyl]-5-[3-[amino(imino)methyl]-2-oxo1(2H)-pyrazinyl]tetrahydro-3-furanyl acetate), Cl (hydrochloric acid). Solvent: C(C)(=O)O (acetic acid). Reaction conditions: time 2 hour. Product: Cl.O[C@H]1[C@@H](O[C@@H]([C@H]1O)CO)N1C(C(=NC=C1)C(N)=N)=O (4-[(2R,3R,4S,5R)-3,4-dihydroxy-5-(hydroxymethyl)tetrahydro-2-furanyl]-3-oxo-3,4-dihydro-2-pyrazinecarboximidamide hydrochloride). RXN SMILES: N.C([O:5][C@H:6]1[C@@H:10]([O:11]C(=O)C)[C@H:9]([N:15]2[CH:20]=[CH:19][N:18]=[C:17]([C:21]([NH2:23])=[NH:22])[C:16]2=[O:24])[O:8][C@@H:7]1[CH2:25][O:26]C(=O)C)(=O)C.[ClH:30]>C(O)(=O)C>[ClH:30].[OH:11][C@@H:10]1[C@H:6]([OH:5])[C@@H:7]([CH2:25][OH:26])[O:8][C@H:9]1[N:15]1[CH:20]=[CH:19][N:18]=[C:17]([C:21](=[NH:22])[NH2:23])[C:16]1=[O:24] |f:4.5|. Procedure details: To 5.0 mL of 25% aqueous solution of ammonia was added 0.10 g of (2R,3R,4R,5R)-4-(acetyloxy)-2-[(acetyloxy)methyl]-5-[3-[amino(imino)methyl]-2oxo-1(2H)-pyrazinyl]tetrahydro-3-furanyl acetate at an ice-cooled temperature, and the mixture thus formed was stirred at the same temperature as above for 2 hours. After adding 4.9 mL of acetic acid to the reaction mixture, the solvent was removed under reduced pressure. Further, the same reaction as above was repeated by using 20 mg of (2R,3R,4R,5R)-4-(a... The reactants are C1(=CC=CC=C1)C(C(=O)OCC)CC=C (ethyl 2-phenyl-4-pentenoate), [H-].[Al+3].[Li+].[H-].[H-].[H-] (lithium aluminum hydride), [H-].[Al+3].[Li+].[H-].[H-].[H-] (lithium aluminum hydride), ice, O (water). The solvent is O1CCCC1 (tetrahydrofuran), O1CCCC1 (tetrahydrofuran). Run at time 2 hour. Yields the product C1(=CC=CC=C1)C(CO)CC=C (2-phenyl-4-penten-1-ol). Isolated yield 50.4%. RXN SMILES: [C:1]1([CH:7]([CH2:13][CH:14]=[CH2:15])[C:8](OCC)=[O:9])[CH:6]=[CH:5][CH:4]=[CH:3][CH:2]=1.[H-].[Al+3].[Li+].[H-].[H-].[H-].O>O1CCCC1>[C:1]1([CH:7]([CH2:13][CH:14]=[CH2:15])[CH2:8][OH:9])[CH:6]=[CH:5][CH:4]=[CH:3][CH:2]=1 |f:1.2.3.4.5.6|. Procedure details: A solution of 6.0 g of ethyl 2-phenyl-4-pentenoate in 10 ml of tetrahydrofuran is added dropwise to a stirred suspension of 2.0 g of lithium aluminum hydride in 40 ml of tetrahydrofuran at room temperature. The resulting mixture is stirred at 40°-45° C. for 2 hours. Under ice-cooling, water (10 ml) is added dropwise to the reaction mixture in order to decompose the unreacted lithium aluminum hydride. The mixture is poured into 200 ml of ice-cold water and extracted with 200 ml of benzene. The ex... Reactants: FC(S(=O)(=O)OC)(F)F (methyl trifluoromethanesulfonate), [Li]C(C)CC (sec-BuLi), C1CCCCC1 (cyclohexane), [Si](C)(C)(C(C)(C)C)O[C@H]1C[C@H](N(C1)C(=O)OC(C)(C)C)C1=CC=CC=C1 (tert-butyl(2S,4S)-4-{[tert-butyl(dimethyl)silyl]oxy}-2-phenylpyrrolidine-1-carboxylate). Run at temperature 0 celsius, time 1 hour. RXN SMILES: [Li]C(CC)C.[CH2:6]1[CH2:11][CH2:10][CH2:9][CH2:8][CH2:7]1.[Si:12]([O:19][C@@H:20]1[CH2:24][N:23]([C:25]([O:27][C:28]([CH3:31])([CH3:30])[CH3:29])=[O:26])[C@H:22]([C:32]2C=CC=CC=2)[CH2:21]1)([C:15]([CH3:18])([CH3:17])[CH3:16])([CH3:14])[CH3:13].FC(F)(F)S(OC)(=O)=O>C1COCC1>[Si:12]([O:19][C@@H:20]1[CH2:24][N:23]([C:25]([O:27][C:28]([CH3:31])([CH3:30])[CH3:29])=[O:26])[C@:22]([CH3:32])([C:6]2[CH:11]=[CH:10][CH:9]=[CH:8][CH:7]=2)[CH2:21]1)([C:15]([CH3:18])([CH3:17])[CH3:16])([CH3:14])[CH3:13]. The solvent is C1CCOC1 (THF). Procedure: A solution of sec-BuLi in cyclohexane (1.4 M, 2.65 mL, 3.71 mmol, 1.40 equiv) was added to a solution of tertramethylethylenediamine (0.880 mL, 5.83 mmol, 2.20 equiv) and tert-butyl(2S,4S)-4-{[tert-butyl(dimethyl)silyl]oxy}-2-phenylpyrrolidine-1-carboxylate (5-1, 1.00 g, 2.65 mmol, 1 equiv) in THF (150 mL) at −78° C. The resulting bright yellow mixture was stirred for 1 hour, then methyl trifluoromethanesulfonate (1.20 mL, 10.6 mmol, 4.00 equiv) was added. The mixture was warmed to 0° C. and sti... Product: [Si](C)(C)(C(C)(C)C)O[C@H]1C[C@](N(C1)C(=O)OC(C)(C)C)(C1=CC=CC=C1)C (tert-butyl(2S,4S)-4-{[tert-butyl(dimethyl)silyl]oxy}-2-methyl-2-phenylpyrrolidine-1-carboxylate). Starting materials: Oc1ccc(Br)cc1, C#Cc1ccc(OCc2ccccc2)cc1, COc1ccc(C2CCc3cc(OC)ccc3C2)c(I)c1. RXN SMILES: [Br:1][c:2]1[cH:3][cH:4][c:5]([OH:6])[cH:7][cH:8]1.[CH2:9]([c:10]1[cH:11][cH:12][cH:13][cH:14][cH:15]1)[O:16][c:17]1[cH:18][cH:19][c:20]([C:23]#[CH:24])[cH:21][cH:22]1.[I:25][c:26]1[c:27]([CH:34]2[CH2:35][c:36]3[cH:37][cH:38][c:39]([O:44][CH3:45])[cH:40][c:41]3[CH2:42][CH2:43]2)[cH:28][cH:29][c:30]([O:32][CH3:33])[cH:31]1>>[CH2:9]([c:10]1[cH:11][cH:12][cH:13][cH:14][cH:15]1)[O:16][c:17]1[cH:18][cH:19][c:20]([C:23]#[C:24][c:26]2[c:27]([CH:34]3[CH2:35][c:36]4[cH:37][cH:38][c:39]([O:44][CH3:45])[cH:40][c:41]4[CH2:42][CH2:43]3)[cH:28][cH:29][c:30]([O:32][CH3:33])[cH:31]2)[cH:21][cH:22]1. Product: COc1ccc(C2CCc3cc(OC)ccc3C2)c(C#Cc2ccc(OCc3ccccc3)cc2)c1. Starting materials: O=C1CCC(=O)N1Br, O=C(OOC(=O)c1ccccc1)c1ccccc1, CCOC(=O)c1ccc([N+](=O)[O-])cc1C, ClC(Cl)(Cl)Cl. Product: CCOC(=O)c1ccc([N+](=O)[O-])cc1CBr. RXN SMILES: [Br:16][N:17]1[C:18](=[O:19])[CH2:20][CH2:21][C:22]1=[O:23].[C:24]([O:25][O:26][C:27](=[O:28])[c:29]1[cH:30][cH:31][cH:32][cH:33][cH:34]1)(=[O:35])[c:36]1[cH:37][cH:38][cH:39][cH:40][cH:41]1.[CH2:1]([CH3:2])[O:3][C:4]([c:5]1[c:6]([CH3:14])[cH:7][c:8]([N+:11](=[O:12])[O-:13])[cH:9][cH:10]1)=[O:15].[Cl:42][C:43]([Cl:44])([Cl:45])[Cl:46]>>[CH2:1]([CH3:2])[O:3][C:4]([c:5]1[c:6]([CH2:14][Br:16])[cH:7][c:8]([N+:11](=[O:12])[O-:13])[cH:9][cH:10]1)=[O:15].